Dataset: the Open Reaction Database (ORD), a public repository of structured organic reaction records. Task: describe an organic reaction: reactants, conditions, products, and yield The reactants are methanolic solution, C[O-].[Na+] (sodium methoxide), FC1=C(C=CC=C1)[C@@]1(O[C@H]1C)CN1N=CN=C1 ((2R,3S)-2-(2-fluorophenyl)-3-methyl-2-[(1H-1,2,4-triazol-1-yl)methyl]oxirane), C(C)(=O)S[C@H]1CO[C@@H](OC1)C1=CC=CC=C1 (trans-5-(acetylthio)-2-phenyl-1,3-dioxane). Solvent: C(C)O (ethanol). Conditions: temperature 87 celsius, time 13 hour. Yields the product FC1=C(C=CC=C1)[C@@](CN1N=CN=C1)([C@@H](C)S[C@H]1CO[C@@H](OC1)C1=CC=CC=C1)O ((2R,3R)-2-(2-Fluorophenyl)-3-[(trans-2-phenyl-1,3-dioxan-5-yl)thio]-1-(1H-1,2,4-triazol-1-yl)-2-butanol). Yield: 39.6%. As a reaction SMILES: C[O-].[Na+].[F:4][C:5]1[CH:10]=[CH:9][CH:8]=[CH:7][C:6]=1[C@@:11]1([CH2:15][N:16]2[CH:20]=[N:19][CH:18]=[N:17]2)[C@H:13]([CH3:14])[O:12]1.C([S:24][C@@H:25]1[CH2:30][O:29][C@@H:28]([C:31]2[CH:36]=[CH:35][CH:34]=[CH:33][CH:32]=2)[O:27][CH2:26]1)(=O)C>C(O)C>[F:4][C:5]1[CH:10]=[CH:9][CH:8]=[CH:7][C:6]=1[C@:11]([OH:12])([C@H:13]([S:24][C@@H:25]1[CH2:26][O:27][C@@H:28]([C:31]2[CH:36]=[CH:35][CH:34]=[CH:33][CH:32]=2)[O:29][CH2:30]1)[CH3:14])[CH2:15][N:16]1[CH:20]=[N:19][CH:18]=[N:17]1 |f:0.1|. Reported procedure: 0.12 ml (0.59 mmol) of a 4.9 M methanolic solution of sodium methoxide were added to a solution of 0.93 g (4.0 mmol) of (2R,3S)-2-(2-fluorophenyl)-3-methyl-2-[(1H-1,2,4-triazol-1-yl)methyl]oxirane [prepared as described in Chem. Pharm. Bull., 43, 441-449 (1995)] and 1.14 g (4.8 mmol) of trans-5-(acetylthio)-2-phenyl-1,3-dioxane [prepared as described in Japanese Patent Application (Kokai) Hei 8-333350] in 15 ml of ethanol. The resulting mixture was stirred at 87° C. for 13 hours. After cooling, ... Starting materials: [Cl-].[NH4+] (ammonium chloride), solution, C(C1=CC=CC=C1)OC1=C(C=CC=C1)[Mg]Br (2-benzyloxyphenyl magnesium bromide), CC1=C(C=C(C=C1)C)C(CC)=O (2',5'-dimethyl-propiophenone). Reaction SMILES: [CH2:1]([O:8][C:9]1[CH:14]=[CH:13][CH:12]=[CH:11][C:10]=1[Mg]Br)[C:2]1[CH:7]=[CH:6][CH:5]=[CH:4][CH:3]=1.[CH3:17][C:18]1[CH:23]=[CH:22][C:21]([CH3:24])=[CH:20][C:19]=1[C:25](=[O:28])[CH2:26][CH3:27].[Cl-].[NH4+]>O1CCCC1>[CH3:17][C:18]1[CH:23]=[CH:22][C:21]([CH3:24])=[CH:20][C:19]=1[C:25]([C:10]1[CH:11]=[CH:12][CH:13]=[CH:14][C:9]=1[O:8][CH2:1][C:2]1[CH:7]=[CH:6][CH:5]=[CH:4][CH:3]=1)([OH:28])[CH2:26][CH3:27] |f:2.3|. Product: CC1=C(C=C(C=C1)C)C(CC)(O)C1=C(C=CC=C1)OCC1=CC=CC=C1 (1-(2,5-Dimethylphenyl)-1-(2-benzyloxyphenyl)-propan-1-ol). Reported procedure: To 100 ml. of a 1.5 molar solution of 2-benzyloxyphenyl magnesium bromide in tetrahydrofurane a solution of 24.3 g. of 2',5'-dimethyl-propiophenone in 50 ml. of dry tetrahydrofurane is added under moderate reflux. The reaction mixture is stirred under slight boiling for 30 minutes, cooled and poured onto a saturated solution of ammonium chloride in ice water. Tetrahydrofurane is distilled off under reduced pressure, and the residue is extracted with benzene. The benzene phase is washed to neutra... Reaction conditions: time 30 minute. The solvent is ice water, O1CCCC1 (tetrahydrofurane), O1CCCC1 (tetrahydrofurane). Reactants: C1(=CC=CC2=CC=CC=C12)N=C1C=CC(C=C1)=O (4-(1-naphthylimino)-2,5-cyclohexadien-1-one), C1=C(C=CC2=CC=CC=C12)N=C1C=CC(C=C1)=O (4-(2-naphthylimino)-2,5-cyclohexadien-1-one). Yields the product C1(=CC=CC=C1)N=C1C=CC(C=C1)=O (4-(phenylimino)-2,5-cyclohexadien-1-one). RXN SMILES: [C:1]1([N:11]=[C:12]2[CH:17]=[CH:16][C:15](=[O:18])[CH:14]=[CH:13]2)[C:10]2[C:5](=CC=CC=2)[CH:4]=[CH:3][CH:2]=1.C1C2C(=CC=CC=2)C=CC=1N=C1C=CC(=O)C=C1>>[C:1]1([N:11]=[C:12]2[CH:13]=[CH:14][C:15](=[O:18])[CH:16]=[CH:17]2)[CH:2]=[CH:3][CH:4]=[CH:5][CH:10]=1. Procedure: 4-(1-naphthylimino)-2,5-cyclohexadien-1-one; 4-(2-naphthylimino)-2,5-cyclohexadien-1-one; Reactants: CC(C)(C)[Si](C)(C)OCCBr, CCOC(C)=O, [H-], [Na+], CN(C)C=O, Cc1ccc(-c2nc3ccccc3o2)cc1O. Product: Cc1ccc(-c2nc3ccccc3o2)cc1OCCO[Si](C)(C)C(C)(C)C. Reaction SMILES: [Br:20][CH2:21][CH2:22][O:23][Si:24]([CH3:25])([CH3:26])[C:27]([CH3:28])([CH3:29])[CH3:30].[CH3:31][CH2:32][O:33][C:34]([CH3:35])=[O:36].[H-:19].[Na+:18].[O:37]=[CH:38][N:39]([CH3:40])[CH3:41].[o:1]1[c:2](-[c:10]2[cH:11][cH:12][c:13]([CH3:17])[c:14]([OH:16])[cH:15]2)[n:3][c:4]2[c:5]1[cH:6][cH:7][cH:8][cH:9]2>>[o:1]1[c:2](-[c:10]2[cH:11][cH:12][c:13]([CH3:17])[c:14]([O:16][CH2:21][CH2:22][O:23][Si:24]([CH3:25])([CH3:26])[C:27]([CH3:28])([CH3:29])[CH3:30])[cH:15]2)[n:3][c:4]2[c:5]1[cH:6][cH:7][cH:8][cH:9]2. Starting materials: C([O-])([O-])=O.[Na+].[Na+] (sodium carbonate), C(C1=CC=CC=C1)#N (benzonitrile), [OH-].[Na+] (sodium hydroxide), S(=O)(=O)([O-])[O-].O[NH3+].O[NH3+] (hydroxylammonium sulfate), C1=2C(=O)OC(NC1=CC=CC2)=O (isatoic anhydride). The solvent is O (water), C(C(C)C)O (isobutanol). Run at temperature 35 celsius, time 5 hour. Yields the product C1(=CC=CC=C1)C1=NOC(=N1)C1=C(N)C=CC=C1 (2-(3-phenyl-1,2,4-oxadiazol-5-yl)aniline). Yield: 147.8%. As a reaction SMILES: C(=O)([O-])[O-].[Na+].[Na+].S([O-])([O-])(=O)=O.O[NH3+:13].O[NH3+].[C:16]12[C:22](=[CH:23][CH:24]=[CH:25][CH:26]=1)[NH:21]C(=O)[O:19][C:17]2=O.[OH-].[Na+].[C:30](#[N:37])[C:31]1[CH:36]=[CH:35][CH:34]=[CH:33][CH:32]=1>O.C(O)C(C)C>[C:31]1([C:30]2[N:13]=[C:17]([C:16]3[CH:26]=[CH:25][CH:24]=[CH:23][C:22]=3[NH2:21])[O:19][N:37]=2)[CH:36]=[CH:35][CH:34]=[CH:33][CH:32]=1 |f:0.1.2,3.4.5,7.8|. Procedure: To a solution of 151 g of sodium carbonate in 650 ml of water at room temperature were added in succession 650 ml of isobutanol, 268 g of benzonitrile and, a little at a time, 220 g of hydroxylammonium sulfate The mixture was then heated to 90° C. and stirred at that temperature for five hours It was then cooled back to 30-40° C. and 392 g of isatoic anhydride were added a little at a time at that temperature. The reaction mixture was then heated back up to 80° C. and 100 g of 50% strength by we... The reactants are IC1=CC=C(C=C1)N1CC(CC1)N1CCCCC1 (1-[1-(4-iodo-phenyl)-pyrrolidin-3-yl]-piperidine), ClC1=CC=C(C=C1)C=1C=CC(=NC1)C#C (5-(4-chloro-phenyl)-2-ethynyl-pyridine). Yields the product ClC1=CC=C(C=C1)C=1C=CC(=NC1)C#CC1=CC=C(C=C1)N1CC(CC1)N1CCCCC1 (5-(4-chloro-phenyl)-2-[4-(3-piperidin-1-yl-pyrrolidin-1-yl)-phenylethynyl]-pyridine). As a reaction SMILES: I[C:2]1[CH:7]=[CH:6][C:5]([N:8]2[CH2:12][CH2:11][CH:10]([N:13]3[CH2:18][CH2:17][CH2:16][CH2:15][CH2:14]3)[CH2:9]2)=[CH:4][CH:3]=1.[Cl:19][C:20]1[CH:25]=[CH:24][C:23]([C:26]2[CH:27]=[CH:28][C:29]([C:32]#[CH:33])=[N:30][CH:31]=2)=[CH:22][CH:21]=1>>[Cl:19][C:20]1[CH:21]=[CH:22][C:23]([C:26]2[CH:27]=[CH:28][C:29]([C:32]#[C:33][C:2]3[CH:7]=[CH:6][C:5]([N:8]4[CH2:12][CH2:11][CH:10]([N:13]5[CH2:18][CH2:17][CH2:16][CH2:15][CH2:14]5)[CH2:9]4)=[CH:4][CH:3]=3)=[N:30][CH:31]=2)=[CH:24][CH:25]=1. Procedure: Prepared according to general working method I from 1-[1-(4-iodo-phenyl)-pyrrolidin-3-yl]-piperidine (120 mg, 0.34 mmol) and 5-(4-chloro-phenyl)-2-ethynyl-pyridine (73 mg, 0.34 mmol).